From a dataset of the Open Reaction Database (ORD), a public repository of structured organic reaction records. describe an organic reaction: reactants, conditions, products, and yield Starting materials: OP(=O)(O)[O-].[K+].OP(=O)([O-])[O-].[K+].[K+] (KH2PO4 K2HPO4), P(=O)(O)(O)OC[C@H]([C@H]([C@@H](C(CO)=O)O)O)O (fructose-6-phosphate), N[C@@H](CCC(N)=O)C(=O)O (L-glutamine), C(CN(CC(=O)O)CC(=O)O)N(CC(=O)O)CC(=O)O (EDTA). Conditions: time 20 minute. Yields the product P(=O)(O)(O)OC[C@@H]1[C@H]([C@@H]([C@H](C(O)O1)N)O)O (glucosamine-6-phosphate). As a reaction SMILES: OP([O-])(O)=O.[K+].OP([O-])([O-])=O.[K+].[K+].[P:14]([O:18][CH2:19][C@@H:20]([OH:29])[C@@H:21]([OH:28])[C@H:22]([OH:27])[C:23](=O)[CH2:24][OH:25])([OH:17])([OH:16])=[O:15].[NH2:30][C@H](C(O)=O)CCC(=O)N.C(N(CC(O)=O)CC(O)=O)CN(CC(O)=O)CC(O)=O>>[P:14]([O:18][CH2:19][C@H:20]1[O:29][CH:24]([OH:25])[C@H:23]([NH2:30])[C@@H:22]([OH:27])[C@@H:21]1[OH:28])([OH:17])([OH:16])=[O:15] |f:0.1.2.3.4|. Reported procedure: For a calorimetric assay, 1 mL reactions were prepared containing 45 mM KH2PO4/K2HPO4, 20 mM fructose-6-phosphate, 15 mM L-glutamine, 2.5 mM EDTA, pH 7.5, and cell extract. The reactions were incubated at 37° C. for 20 minutes and stopped by boiling for 4 minutes. The resulting precipitate was removed by centrifugation and the supernatant was assayed for glucosamine-6-phosphate by a modification of the method of Elson and Morgan (1933, Biochem. J. 27:1824-1828) essentially as described by Zalkin... Reactants: FC1=C(C=C(C=C1)F)NC(C(C)(C)N1COC(=C(C1=O)C1=CC=CC=C1)CO)=O (N-(2,5-difluorophenyl)-2-(2,3-dihydro-6-hydroxymethyl-4-oxo-5-phenyl-4H-1,3-oxazin-3-yl)-2-methylpropanamide), [Cr](=O)(=O)([O-])Cl.[NH+]1=CC=CC=C1 (pyridinium chlorochromate), 4A. Run in ClCCl (dichloromethane). Yields the product FC1=C(C=C(C=C1)F)NC(C(C)(C)N1COC(=C(C1=O)C1=CC=CC=C1)C=O)=O (N-(2,5-difluorophenyl)-2-(2,3-dihydro-6-formyl-4-oxo-5-phenyl-4H-1,3-oxazin-3-yl)-2-methylpropanamide). Isolated yield 83.4%. Reaction SMILES: [F:1][C:2]1[CH:7]=[CH:6][C:5]([F:8])=[CH:4][C:3]=1[NH:9][C:10](=[O:29])[C:11]([N:14]1[C:19](=[O:20])[C:18]([C:21]2[CH:26]=[CH:25][CH:24]=[CH:23][CH:22]=2)=[C:17]([CH2:27][OH:28])[O:16][CH2:15]1)([CH3:13])[CH3:12].[Cr](Cl)([O-])(=O)=O.[NH+]1C=CC=CC=1>ClCCl>[F:1][C:2]1[CH:7]=[CH:6][C:5]([F:8])=[CH:4][C:3]=1[NH:9][C:10](=[O:29])[C:11]([N:14]1[C:19](=[O:20])[C:18]([C:21]2[CH:26]=[CH:25][CH:24]=[CH:23][CH:22]=2)=[C:17]([CH:27]=[O:28])[O:16][CH2:15]1)([CH3:13])[CH3:12] |f:1.2|. Procedure details: A solution of N-(2,5-difluorophenyl)-2-(2,3-dihydro-6-hydroxymethyl-4-oxo-5-phenyl-4H-1,3-oxazin-3-yl)-2-methylpropanamide (1.0 g) in dichloromethane was added to a stirred mixture of pyridinium chlorochromate (0.8 g) and powdered 4A molecular sieve (1.6 g) in dichloromethene. After 2 hours the mixture was purified directly by dry column chromatography on silica gel, eluting with dichloromethane to give N-(2,5-difluorophenyl)-2-(2,3-dihydro-6-formyl-4-oxo-5-phenyl-4H-1,3-oxazin-3-yl)-2-methylpro... Reactants: CC1CN(c2nnc(-c3ccc(F)cc3)c3ccccc23)C(C)CN1, ClCCl, Cl, O=C=Nc1ccc(F)cc1. Product: CC1CN(c2nnc(-c3ccc(F)cc3)c3ccccc23)C(C)CN1C(=O)Nc1ccc(F)cc1, Cl. RXN SMILES: [CH3:1][CH:2]1[N:3]([c:9]2[n:10][n:11][c:12](-[c:19]3[cH:20][cH:21][c:22]([F:25])[cH:23][cH:24]3)[c:13]3[cH:14][cH:15][cH:16][cH:17][c:18]23)[CH2:4][CH:5]([CH3:8])[NH:6][CH2:7]1.[Cl:37][CH2:38][Cl:39].[ClH:36].[F:26][c:27]1[cH:28][cH:29][c:30]([N:33]=[C:34]=[O:35])[cH:31][cH:32]1>>[CH3:1][CH:2]1[N:3]([c:9]2[n:10][n:11][c:12](-[c:19]3[cH:20][cH:21][c:22]([F:25])[cH:23][cH:24]3)[c:13]3[cH:14][cH:15][cH:16][cH:17][c:18]23)[CH2:4][CH:5]([CH3:8])[N:6]([C:34]([NH:33][c:30]2[cH:29][cH:28][c:27]([F:26])[cH:32][cH:31]2)=[O:35])[CH2:7]1.[ClH:36]. Starting materials: COC(C1=C(C=C(C=C1)C(CC)(C1=CC(=C(C=C1)C#CC1(CCCC1)O)C)CC)C)=O (4-{1-Ethyl-1-[4-(1-hydroxy-cyclopentylethynyl)-3-methyl-phenyl]-propyl}-2-methyl-benzoic acid methyl ester), [OH-].[Li+] (lithium hydroxide). The solvent is O1CCOCC1.O (dioxane water). Conditions: temperature 60 celsius. The product is C(C)C(CC)(C1=CC(=C(C=C1)C#CC1(CCCC1)O)C)C1=CC(=C(C(=O)O)C=C1)C (4-{1-Ethyl-1-[4-(1-hydroxy-cyclopentylethynyl)-3-methyl-phenyl]-propyl}-2-methyl-benzoic acid). The yield is 67.7%. As a reaction SMILES: C[O:2][C:3](=[O:31])[C:4]1[CH:9]=[CH:8][C:7]([C:10]([CH2:28][CH3:29])([C:13]2[CH:18]=[CH:17][C:16]([C:19]#[C:20][C:21]3([OH:26])[CH2:25][CH2:24][CH2:23][CH2:22]3)=[C:15]([CH3:27])[CH:14]=2)[CH2:11][CH3:12])=[CH:6][C:5]=1[CH3:30].[OH-].[Li+]>O1CCOCC1.O>[CH2:11]([C:10]([C:7]1[CH:8]=[CH:9][C:4]([C:3]([OH:31])=[O:2])=[C:5]([CH3:30])[CH:6]=1)([C:13]1[CH:18]=[CH:17][C:16]([C:19]#[C:20][C:21]2([OH:26])[CH2:25][CH2:24][CH2:23][CH2:22]2)=[C:15]([CH3:27])[CH:14]=1)[CH2:28][CH3:29])[CH3:12] |f:1.2,3.4|. Reported procedure: To an ambient temperature solution of 4-{1-Ethyl-1-[4-(1-hydroxy-cyclopentylethynyl)-3-methyl-phenyl]-propyl}-2-methyl-benzoic acid methyl ester (2.40 g, 5.73 mmol) in dioxane/water (30/30 ml) is added lithium hydroxide (412 mg, 17.20 mmol) and heated to 60° C. for 1 h. The reaction is concentrated and partitioned between Et2O/EtOAc (150/150 ml) and 1N HCl (50 ml). The aqueous phase is extracted with a second portion of EtOAc (100 ml) and the combined organic phases are washed with water (50 ml)...